This data is from the Open Reaction Database (ORD), a public repository of structured organic reaction records. The task is: describe an organic reaction: reactants, conditions, products, and yield Starting materials: ClC1=C(N)C=CC=C1 (2-chloroaniline), C1(CCCO1)=O (γ-butyrolactone). Yields the product ClC1=C(C=CC=C1)N1C(CCC1)=O (1-(2-chlorophenyl)azacyclopentan-2-one). Yield: 25.4%. Reaction SMILES: [Cl:1][C:2]1[CH:8]=[CH:7][CH:6]=[CH:5][C:3]=1[NH2:4].[C:9]1(=O)[O:13][CH2:12][CH2:11][CH2:10]1>>[Cl:1][C:2]1[CH:8]=[CH:7][CH:6]=[CH:5][C:3]=1[N:4]1[CH2:9][CH2:10][CH2:11][C:12]1=[O:13]. Procedure details: Following example 19, 12.57 g (0.1 M) of 2-chloroaniline and 9.5 g (0.11 M) of γ-butyrolactone were heated for 48 hours. The excess starging materials were removed at 50°-80°/0.3 mm. Distillation of the residue gave 4.9 g (25%) of product (45% based on recovered 2-chloroaniline); b.p. 150°-155°/0.3-0.4 mm. Starting materials: S1C(=NC2=C1C=CC=C2)NC(=O)C=2C=CC=C1CCN(CC21)C2=CC=C(C(=N2)C(=O)O)CCCOC2=CC(=CC=C2)N2CCN(CC2)C (6-(8-(benzo[d]thiazol-2-ylcarbamoyl)-3,4-dihydroisoquinolin-2(1H)-yl)-3-(3-(3-(4-methylpiperazin-1-yl)phenoxy)propyl)picolinic acid), CN(CCOC=1C=NC(=NC1)C1=CC=C(C=C1)O)C (4-(5-(2-(dimethylamino)ethoxy)pyrimidin-2-yl)phenol). Product: S1C(=NC2=C1C=CC=C2)NC(=O)C=2C=CC=C1CCN(CC21)C2=CC=C(C(=N2)C(=O)O)CCCOC2=CC=C(C=C2)C2=NC=C(C=N2)OCCN(C)C (6-(8-(benzo[d]thiazol-2-ylcarbamoyl)-3,4-dihydroisoquinolin-2(1H)-yl)-3-(3-(4-(5-(2-(dimethylamino)ethoxy)pyrimidin-2-yl)phenoxy)propyl)picolinic acid). Reaction SMILES: [S:1]1[C:5]2[CH:6]=[CH:7][CH:8]=[CH:9][C:4]=2[N:3]=[C:2]1[NH:10][C:11]([C:13]1[CH:14]=[CH:15][CH:16]=[C:17]2[C:22]=1[CH2:21][N:20]([C:23]1[N:28]=[C:27]([C:29]([OH:31])=[O:30])[C:26]([CH2:32][CH2:33][CH2:34][O:35][C:36]3[CH:41]=[CH:40][CH:39]=[C:38](N4CCN(C)CC4)[CH:37]=3)=[CH:25][CH:24]=1)[CH2:19][CH2:18]2)=[O:12].[CH3:49][N:50]([CH3:67])[CH2:51][CH2:52][O:53][C:54]1[CH:55]=[N:56][C:57](C2C=CC(O)=CC=2)=[N:58][CH:59]=1>>[S:1]1[C:5]2[CH:6]=[CH:7][CH:8]=[CH:9][C:4]=2[N:3]=[C:2]1[NH:10][C:11]([C:13]1[CH:14]=[CH:15][CH:16]=[C:17]2[C:22]=1[CH2:21][N:20]([C:23]1[N:28]=[C:27]([C:29]([OH:31])=[O:30])[C:26]([CH2:32][CH2:33][CH2:34][O:35][C:36]3[CH:37]=[CH:38][C:39]([C:57]4[N:56]=[CH:55][C:54]([O:53][CH2:52][CH2:51][N:50]([CH3:67])[CH3:49])=[CH:59][N:58]=4)=[CH:40][CH:41]=3)=[CH:25][CH:24]=1)[CH2:19][CH2:18]2)=[O:12]. Reported procedure: The title compound 112D was prepared in a similar manner to the synthesis of compound 105 by substituting compound 87A with compound 112C: 1H NMR (DMSO-d6): δ 12.84 (s, 1H), 9.70 (s, 1H), 8.64 (s, 2H), 8.23 (d, J=8.85 Hz, 2H), 8.04 (d, J=7.93 Hz, 1H), 7.79 (d, J=8.24 Hz, 1H), 7.57-7.61 (m, 2H), 7.34-7.49 (m, 4H), 7.02 (t, J=8.85 Hz, 2H), 6.97 (d, J=8.85 Hz, 1H), 4.93 (s, 2H), 4.52-4.54 (m, 2H), 4.01 (t, J=6.41 Hz, 2H), 3.87 (t, J=5.95 Hz, 2H), 2.95 (t, J=5.8 Hz, 2H), 2.82-2.85 (m, 2H), 1.95-2.00... Reagents/catalysts: [Br-].C(CCC)[N+](CCCC)(CCCC)CCCC (tetra-n-butylammonium bromide). Procedure: Cis-3-(2,2-dichlorovinyl)-2,2-dimethylcyclopropane carboxylic acid (22 g, 0.105 M) was added to a solution of an inorganic base in water (50 ml). Toluene (100 ml), tetra-n-butylammonium bromide (1.6 g, 5 mole % based on the cyclopropane carboxylic acid) and alpha-cyano-3-phenoxybenzyl p-toluenesulphonate (37.9 g, 0.1 M) were added to the stirred mixture which was then heated at 40°-45° C. for 24 hours. The reaction mixture was then treated as in Example 1 to yield cis-alpha-cyano-3-phenoxybenzyl... Starting materials: C1(=CC=CC=C1)C (Toluene), C1(=CC=C(C=C1)S(=O)(=O)OC(C1=CC(=CC=C1)OC1=CC=CC=C1)C#N)C (alpha-cyano-3-phenoxybenzyl p-toluenesulphonate), ClC(=C[C@H]1C([C@H]1C(=O)O)(C)C)Cl (Cis-3-(2,2-dichlorovinyl)-2,2-dimethylcyclopropane carboxylic acid), C1(CC1)C(=O)O (cyclopropane carboxylic acid). The solvent is O (water). The product is ClC(=C[C@H]1C([C@H]1C(=O)OC(C1=CC(=CC=C1)OC1=CC=CC=C1)C#N)(C)C)Cl (cis-alpha-cyano-3-phenoxybenzyl 3-(2,2-dichlorovinyl)-2,2-dimethylcyclopropanecarboxylate). As a reaction SMILES: [Cl:1][C:2]([Cl:12])=[CH:3][C@@H:4]1[C@H:6]([C:7]([OH:9])=[O:8])[C:5]1([CH3:11])[CH3:10].C1(C)C=CC=CC=1.C1(C(O)=O)CC1.C1(C)C=CC(S(O[CH:36]([C:50]#[N:51])[C:37]2[CH:42]=[CH:41][CH:40]=[C:39]([O:43][C:44]3[CH:49]=[CH:48][CH:47]=[CH:46][CH:45]=3)[CH:38]=2)(=O)=O)=CC=1>O.[Br-].C([N+](CCCC)(CCCC)CCCC)CCC>[Cl:1][C:2]([Cl:12])=[CH:3][C@@H:4]1[C@H:6]([C:7]([O:9][CH:36]([C:50]#[N:51])[C:37]2[CH:42]=[CH:41][CH:40]=[C:39]([O:43][C:44]3[CH:45]=[CH:46][CH:47]=[CH:48][CH:49]=3)[CH:38]=2)=[O:8])[C:5]1([CH3:10])[CH3:11] |f:5.6|. Reactants: COC=CC1CCc2ccc(OCc3ccccc3)cc2O1, C1CCOC1, [O-][Cl+3]([O-])([O-])O, [NH4+], [OH-]. Yields the product O=CCC1CCc2ccc(OCc3ccccc3)cc2O1. As a reaction SMILES: [CH2:1]([c:2]1[cH:3][cH:4][cH:5][cH:6][cH:7]1)[O:8][c:9]1[cH:10][cH:11][c:12]2[c:17]([cH:18]1)[O:16][CH:15]([CH:19]=[CH:20][O:21][CH3:22])[CH2:14][CH2:13]2.[CH2:30]1[O:31][CH2:32][CH2:33][CH2:34]1.[Cl+3:23]([OH:24])([O-:25])([O-:26])[O-:27].[NH4+:29].[OH-:28]>>[CH2:1]([c:2]1[cH:3][cH:4][cH:5][cH:6][cH:7]1)[O:8][c:9]1[cH:10][cH:11][c:12]2[c:17]([cH:18]1)[O:16][CH:15]([CH2:19][CH:20]=[O:21])[CH2:14][CH2:13]2. The reactants are [H][H] (hydrogen), C(C1=CC(C#N)=CC=C1)#N (isophthalonitrile). Reagents/catalysts: [Ni] (nickel). Product: C(#N)C=1C=C(CN)C=CC1 (m-cyanobenzylamine). As a reaction SMILES: [H][H].[C:3](#[N:12])[C:4]1[CH:11]=[CH:10][CH:9]=[C:6]([C:7]#[N:8])[CH:5]=1>[Ni]>[C:7]([C:6]1[CH:5]=[C:4]([CH:11]=[CH:10][CH:9]=1)[CH2:3][NH2:12])#[N:8]. Procedure details: 600 g of m-cyanobenzylamine crude product (m-cyanobenzylamine 90% by weight, m-xylylenediamine 10% by weight) obtained by hydrogen reduction of isophthalonitrile in the presence of sponge metal nickel catalyst was added dropwise in 8 kg of water while stirring at room temperature for dissolution and the solution was left to stand overnight at 5C. The crystals which precipitated were filtered by centrifugation to obtain 783 g of m-cyanobenzylamine hydrate (water content: 48% by weight). Reactants: CCOC(=O)CN1Cc2cc(C=CC(=O)N(C)Cc3cc4ccccc4n3C)cnc2NC1=O, CCOC(=O)CN1Cc2cc(C=CC(=O)N(C)Cc3sc4ccccc4c3C)cnc2NC1=O, [H-], [Na+]. Yields the product Cc1c(CN(C)C(=O)C=Cc2cnc3c(c2)CN(CC(=O)O)C(=O)N3)sc2ccccc12. Reaction SMILES: [CH2:37]([O:38][C:39](=[O:40])[CH2:41][N:42]1[CH2:43][c:44]2[cH:45][c:46]([CH:47]=[CH:48][C:49](=[O:50])[N:51]([CH3:52])[CH2:53][c:54]3[n:55]([CH3:56])[c:57]4[c:58]([cH:59]3)[cH:60][cH:61][cH:62][cH:63]4)[cH:64][n:65][c:66]2[NH:67][C:68]1=[O:69])[CH3:70].[CH2:3]([CH3:4])[O:5][C:6]([CH2:7][N:8]1[C:9](=[O:35])[NH:10][c:11]2[c:12]([cH:14][c:15]([CH:18]=[CH:19][C:20]([N:21]([CH2:22][c:23]3[c:24]([CH3:32])[c:25]4[c:26]([s:27]3)[cH:28][cH:29][cH:30][cH:31]4)[CH3:33])=[O:34])[cH:16][n:17]2)[CH2:13]1)=[O:36].[H-:2].[Na+:1]>>[O:5]=[C:6]([CH2:7][N:8]1[C:9](=[O:35])[NH:10][c:11]2[c:12]([cH:14][c:15]([CH:18]=[CH:19][C:20]([N:21]([CH2:22][c:23]3[c:24]([CH3:32])[c:25]4[c:26]([s:27]3)[cH:28][cH:29][cH:30][cH:31]4)[CH3:33])=[O:34])[cH:16][n:17]2)[CH2:13]1)[OH:36]. Starting materials: FC(C(=O)NC1=CC(=C(C=C1)C=1SC2=NC(=CC=C2N1)C1(CC1)C1=CC=CC=C1)F)(F)F (2,2,2-Trifluoro-N-(3-fluoro-4-(5-(1-phenylcyclopropyl)thiazolo[5,4-b]pyridin-2-yl)phenyl)acetamide), CI (methyl iodide), C(C)(C)[N-]C(C)C.[Li+] (lithium diisopropylamide). The solvent is C1CCOC1 (THF), C(Cl)Cl (DCM). Run at temperature 0 celsius, time 30 minute. The product is FC=1C=C(N(C)C)C=CC1C=1SC2=NC(=CC=C2N1)C1(CC1)C1=CC=CC=C1 (3-fluoro-N,N-dimethyl-4-(5-(1-phenylcyclopropyl)[1,3]thiazolo[5,4-b]pyridin-2-yl)aniline). Reaction SMILES: FC(F)(F)[C:3]([NH:5][C:6]1[CH:11]=[CH:10][C:9]([C:12]2[S:13][C:14]3[C:19]([N:20]=2)=[CH:18][CH:17]=[C:16]([C:21]2([C:24]4[CH:29]=[CH:28][CH:27]=[CH:26][CH:25]=4)[CH2:23][CH2:22]2)[N:15]=3)=[C:8]([F:30])[CH:7]=1)=O.CI.[CH:35]([N-]C(C)C)(C)C.[Li+]>C1COCC1.C(Cl)Cl>[F:30][C:8]1[CH:7]=[C:6]([CH:11]=[CH:10][C:9]=1[C:12]1[S:13][C:14]2[C:19]([N:20]=1)=[CH:18][CH:17]=[C:16]([C:21]1([C:24]3[CH:29]=[CH:28][CH:27]=[CH:26][CH:25]=3)[CH2:23][CH2:22]1)[N:15]=2)[N:5]([CH3:3])[CH3:35] |f:2.3|. Procedure: 2,2,2-Trifluoro-N-(3-fluoro-4-(5-(1-phenylcyclopropyl)thiazolo[5,4-b]pyridin-2-yl)phenyl)acetamide (80 mg, 0.175 mmol) was dissolved in THF (1.7 mL) before methyl iodide (13 μl, 0.210 mmol) and lithium diisopropylamide (175 μl, 0.350 mmol) were added and stirred at 0° C. for 30 min. The reaction mixture was diluted with 75 mL of DCM, added to a separatory funnel, partitioned with sodium bicarbonate (saturated, aqueous), washed 2 times with 50 mL of water, separated, dried over sodium sulfate, an... The reactants are N#Cc1cnn(-c2ccc(Cl)nn2)c1N, O=S(=O)(O)O. Yields the product NC(=O)c1cnn(-c2ccc(Cl)nn2)c1N. Reaction SMILES: [Cl:1][c:2]1[n:3][n:4][c:5](-[n:8]2[n:9][cH:10][c:11]([C:14]#[N:15])[c:12]2[NH2:13])[cH:6][cH:7]1.[S:16]([OH:17])(=[O:18])(=[O:19])[OH:20]>>[Cl:1][c:2]1[n:3][n:4][c:5](-[n:8]2[n:9][cH:10][c:11]([C:14]([NH2:15])=[O:17])[c:12]2[NH2:13])[cH:6][cH:7]1. The reactants are NC1C(NC2=C(C(=N1)C1=CC=CC=C1)C=CC=C2)=S (1,3-Dihydro-3-amino-5-phenyl-2H-1,4-benzodiazepin-2-thione), ClC1=CC=C(C=C1)N=C=O (4-chlorophenylisocyanate). Run in O1CCCC1 (tetrahydrofuran), O1CCCC1 (tetrahydrofuran). Yields the product ClC1=CC=C(C=C1)NC(=O)NC1C(NC2=C(C(=N1)C1=CC=CC=C1)C=CC=C2)=S (1,3-Dihydro-3-[(4-chlorophenyl)aminocarbonyl]amino-5-phenyl-2H-1,4-benzodiazepin-2-thione), ether petroleum ether. Reaction SMILES: [NH2:1][CH:2]1[N:8]=[C:7]([C:9]2[CH:14]=[CH:13][CH:12]=[CH:11][CH:10]=2)[C:6]2[CH:15]=[CH:16][CH:17]=[CH:18][C:5]=2[NH:4][C:3]1=[S:19].[Cl:20][C:21]1[CH:26]=[CH:25][C:24]([N:27]=[C:28]=[O:29])=[CH:23][CH:22]=1>O1CCCC1>[Cl:20][C:21]1[CH:26]=[CH:25][C:24]([NH:27][C:28]([NH:1][CH:2]2[N:8]=[C:7]([C:9]3[CH:14]=[CH:13][CH:12]=[CH:11][CH:10]=3)[C:6]3[CH:15]=[CH:16][CH:17]=[CH:18][C:5]=3[NH:4][C:3]2=[S:19])=[O:29])=[CH:23][CH:22]=1. Procedure: 1,3-Dihydro-3-amino-5-phenyl-2H-1,4-benzodiazepin-2-thione (1.5 mmole) and 4-chlorophenylisocyanate (1.5 mmole) were combined in 40 mL of dry tetrahydrofuran at 0° C. The reaction mixture was warmed to room temperature over a 1 hour period and diluted with 20 mL of tetrahydrofuran. The reaction mixture was filtered and concentrated under reduced pressure. The residual material was chromatographed on silica gel (96:4:0.4 chloroform-methanol-concentrated ammonium hydroxide) to give the title compo...